Dataset: the Open Reaction Database (ORD), a public repository of structured organic reaction records. Task: describe an organic reaction: reactants, conditions, products, and yield The reactants are CCO, CC1C(=O)NCC1c1ccc([N+](=O)[O-])cc1, [H][H]. Yields the product CC1C(=O)NCC1c1ccc(N)cc1. As a reaction SMILES: [CH3:17][CH2:18][OH:19].[CH3:1][CH:2]1[C:3](=[O:16])[NH:4][CH2:5][CH:6]1[c:7]1[cH:8][cH:9][c:10]([N+:13]([O-:14])=[O:15])[cH:11][cH:12]1.[H:20][H:21]>>[CH3:1][CH:2]1[C:3](=[O:16])[NH:4][CH2:5][CH:6]1[c:7]1[cH:8][cH:9][c:10]([NH2:13])[cH:11][cH:12]1. Reactants: CCCCCCCCBr, CN(C)C1CCCCC1O, CN(C)C=O, Cc1ccc(C)cc1. Yields the product [Br-], CCCCCCCC[N+](C)(C)C1CCCCC1O. RXN SMILES: [Br:11][CH2:12][CH2:13][CH2:14][CH2:15][CH2:16][CH2:17][CH2:18][CH3:19].[CH3:1][N:2]([CH:3]1[CH:4]([OH:9])[CH2:5][CH2:6][CH2:7][CH2:8]1)[CH3:10].[CH3:20][N:21]([CH3:22])[CH:23]=[O:24].[CH3:25][c:26]1[cH:27][cH:28][c:29]([CH3:30])[cH:31][cH:32]1>>[Br-:11].[CH3:1][N+:2]([CH:3]1[CH:4]([OH:9])[CH2:5][CH2:6][CH2:7][CH2:8]1)([CH3:10])[CH2:12][CH2:13][CH2:14][CH2:15][CH2:16][CH2:17][CH2:18][CH3:19].